Dataset: the Open Reaction Database (ORD), a public repository of structured organic reaction records. Task: describe an organic reaction: reactants, conditions, products, and yield Starting materials: O=C1NCN(C12CCN(CC2)C(=O)OCC2=CC=CC=C2)C2=CC=CC=C2 (benzyl 4-oxo-1-phenyl-1,3,8-triazaspiro[4.5]decane-8-carboxylate), C[Si](C)(C)[N-][Si](C)(C)C.[Na+] (sodium bis(trimethylsilyl)amide), O1CCCC1 (tetrahydrofuran), BrCC=1C=C(C(=O)OC(C)(C)C)C=CC1 (tert-butyl 3-(bromomethyl)benzoate). Run in CN(C=O)C (N,N-dimethylformamide), C(C)(=O)OCC (ethyl acetate). The product is C(C)(C)(C)OC(=O)C=1C=C(CN2CN(C3(C2=O)CCN(CC3)C(=O)OCC3=CC=CC=C3)C3=CC=CC=C3)C=CC1 (benzyl 3-(3-(tert-butoxycarbonyl)benzyl)-4-oxo-1-phenyl-1,3,8-triazaspiro[4.5]decane-8-carboxylate). Yield: 100.0%. As a reaction SMILES: [O:1]=[C:2]1[C:6]2([CH2:11][CH2:10][N:9]([C:12]([O:14][CH2:15][C:16]3[CH:21]=[CH:20][CH:19]=[CH:18][CH:17]=3)=[O:13])[CH2:8][CH2:7]2)[N:5]([C:22]2[CH:27]=[CH:26][CH:25]=[CH:24][CH:23]=2)[CH2:4][NH:3]1.C[Si]([N-][Si](C)(C)C)(C)C.[Na+].O1CCCC1.Br[CH2:44][C:45]1[CH:46]=[C:47]([CH:55]=[CH:56][CH:57]=1)[C:48]([O:50][C:51]([CH3:54])([CH3:53])[CH3:52])=[O:49]>CN(C)C=O.C(OCC)(=O)C>[C:51]([O:50][C:48]([C:47]1[CH:46]=[C:45]([CH:57]=[CH:56][CH:55]=1)[CH2:44][N:3]1[C:2](=[O:1])[C:6]2([CH2:7][CH2:8][N:9]([C:12]([O:14][CH2:15][C:16]3[CH:17]=[CH:18][CH:19]=[CH:20][CH:21]=3)=[O:13])[CH2:10][CH2:11]2)[N:5]([C:22]2[CH:27]=[CH:26][CH:25]=[CH:24][CH:23]=2)[CH2:4]1)=[O:49])([CH3:54])([CH3:52])[CH3:53] |f:1.2|. Procedure: A mixture of benzyl 4-oxo-1-phenyl-1,3,8-triazaspiro[4.5]decane-8-carboxylate (12.5 g, 34.21 mmol, 1 equiv), sodium bis(trimethylsilyl)amide, 1M in tetrahydrofuran (37.63 ml, 37.63 mmol, 1.1 equiv), and tert-butyl 3-(bromomethyl)benzoate (9.27 g, 34.21 mmol, 1 equiv) in N,N-dimethylformamide was stirred for 16 h at ambient temperature. Reaction was diluted with ethyl acetate and the organic layer was washed with water and brine. The combined organic layers were dried over MgSO4 and concentrated ... Reactants: COC([C@H](NC([C@@H](NC(=O)N1CCCCCC1)CC(C)C)=O)CC1=CNC2=CC=CC=C12)=O (N-[N-[(1-perhydroazepinyl)carbonyl]-L-leucyl]-D-tryptophan methyl ester), [OH-].[Na+] (NaOH), Cl (HCl). The solvent is CO (methanol). Reaction conditions: time 2 hour. Product: N1(CCCCCC1)C(=O)N[C@@H](CC(C)C)C(=O)N[C@H](CC1=CNC2=CC=CC=C12)C(=O)O (N-[N-[(1-perhydroazepinyl)carbonyl]-L-leucyl]-D-tryptophan). Isolated yield 77.6%. Reaction SMILES: C[O:2][C:3](=[O:33])[C@@H:4]([CH2:23][C:24]1[C:32]2[C:27](=[CH:28][CH:29]=[CH:30][CH:31]=2)[NH:26][CH:25]=1)[NH:5][C:6](=[O:22])[C@H:7]([CH2:18][CH:19]([CH3:21])[CH3:20])[NH:8][C:9]([N:11]1[CH2:17][CH2:16][CH2:15][CH2:14][CH2:13][CH2:12]1)=[O:10].[OH-].[Na+].Cl>CO>[N:11]1([C:9]([NH:8][C@H:7]([C:6]([NH:5][C@@H:4]([C:3]([OH:33])=[O:2])[CH2:23][C:24]2[C:32]3[C:27](=[CH:28][CH:29]=[CH:30][CH:31]=3)[NH:26][CH:25]=2)=[O:22])[CH2:18][CH:19]([CH3:21])[CH3:20])=[O:10])[CH2:17][CH2:16][CH2:15][CH2:14][CH2:13][CH2:12]1 |f:1.2|. Reported procedure: The compound obtained in (3) (1.29 g) was dissolved in methanol (5.0 ml) and 1N NaOH (3.1 ml) was added at 0°~5° C. Then the reaction mixture was stirred at room temperature for 2 h. 1N HCl (3.1 ml) was added to the mixture and the resulting mixture was concentrated under reduced pressure. The residue was dissolved in ethyl acetate. The solution was washed with 1N HCl and brine, dried over MgSO4, filtered, and concentrated under reduced pressure. The residue was crystallized from methanol (5 ml)... Starting materials: COC1=CC=C(C=C1)CC=O (p-methoxyphenylacetaldehyde), CNCCC1=CCCCC1 (N-methyl-2-(cyclohexen-1-yl)ethylamine). The solvent is C1(=CC=CC=C1)C (toluene), C1(=CC=CC=C1)C (toluene). Yields the product COC1=CC=C(/C=C/N(C)CCC2=CCCCC2)C=C1 (N-[(E)-p-methoxystyryl]-N-methyl-2-(cyclohexen-1-yl)ethylamine). Isolated yield 95.3%. Reaction SMILES: [CH3:1][O:2][C:3]1[CH:8]=[CH:7][C:6]([CH2:9][CH:10]=O)=[CH:5][CH:4]=1.[CH3:12][NH:13][CH2:14][CH2:15][C:16]1[CH2:21][CH2:20][CH2:19][CH2:18][CH:17]=1>C1(C)C=CC=CC=1>[CH3:1][O:2][C:3]1[CH:8]=[CH:7][C:6](/[CH:9]=[CH:10]/[N:13]([CH2:14][CH2:15][C:16]2[CH2:21][CH2:20][CH2:19][CH2:18][CH:17]=2)[CH3:12])=[CH:5][CH:4]=1. Procedure details: The solution of p-methoxyphenylacetaldehyde in 200 ml of toluene, prepared according to Example la), is added under reflux within one hour to a mixture of 78 g (55.5 mmol) of N-methyl-2-(cyclohexen-1-yl)ethylamine in 20 ml of toluene. After 1 hour under reflux there is obtained N-[(E)-p-methoxystyryl]-N-methyl-2-(cyclohexen-1-yl)ethylamine (yield 95.3%) dissolved in toluene.